Dataset: the Open Reaction Database (ORD), a public repository of structured organic reaction records. Task: describe an organic reaction: reactants, conditions, products, and yield Yields the product c1ccc(CN2CCN(c3ccccc3-c3ncco3)CC2)cc1. Starting materials: C1CCOC1, [Li]CCCC, c1ccc(CN2CCNCC2)cc1, Fc1ccccc1-c1ncco1, O. As a reaction SMILES: [CH2:14]1[O:15][CH2:16][CH2:17][CH2:18]1.[CH2:19]([Li:20])[CH2:21][CH2:22][CH3:23].[CH2:1]([c:2]1[cH:3][cH:4][cH:5][cH:6][cH:7]1)[N:8]1[CH2:9][CH2:10][NH:11][CH2:12][CH2:13]1.[F:24][c:25]1[c:26](-[c:31]2[o:32][cH:33][cH:34][n:35]2)[cH:27][cH:28][cH:29][cH:30]1.[OH2:36]>>[CH2:1]([c:2]1[cH:3][cH:4][cH:5][cH:6][cH:7]1)[N:8]1[CH2:9][CH2:10][N:11]([c:25]2[c:26](-[c:31]3[o:32][cH:33][cH:34][n:35]3)[cH:27][cH:28][cH:29][cH:30]2)[CH2:12][CH2:13]1. RXN SMILES: Cl[C:2]1[N:7]=[C:6]([NH:8][C@H:9]([C:11]2[CH:16]=[CH:15][C:14]([F:17])=[CH:13][CH:12]=2)[CH3:10])[N:5]=[C:4]([C:18]2[CH:19]=[N:20][CH:21]=[N:22][CH:23]=2)[CH:3]=1.[NH2:24][C:25]1[CH:30]=[N:29][CH:28]=[CH:27][N:26]=1.P([O-])([O-])([O-])=O.[K+].[K+].[K+]>O1CCOCC1>[F:17][C:14]1[CH:15]=[CH:16][C:11]([C@@H:9]([NH:8][C:6]2[N:5]=[C:4]([C:18]3[CH:19]=[N:20][CH:21]=[N:22][CH:23]=3)[CH:3]=[C:2]([NH:24][C:25]3[CH:30]=[N:29][CH:28]=[CH:27][N:26]=3)[N:7]=2)[CH3:10])=[CH:12][CH:13]=1 |f:2.3.4.5|. Product: FC1=CC=C(C=C1)[C@H](C)NC1=NC(=CC(=N1)C=1C=NC=NC1)NC1=NC=CN=C1 ((S)—N2-[1-(4-fluorophenyl)ethyl]-N6-(pyrazin-2-yl)-4,5′-bipyrimidine-2,6-diamine). Yield: 28.3%. Reported procedure: To 90 mg of (S)-6-chloro-N-[1-(4-fluorophenyl)ethyl]-4,5′-bipyrimidine-2-amine, 31 mg of 2-aminopyrazine, 31 mg of 4,5-bis(diphenylphosphino)-9,9′-dimethylxanthene, 116 mg of tripotassium phosphate and 28 mg of tris(dibenzylideneacetone)(chloroform)dipalladium, was added 2 ml of 1,4-dioxane, and the mixture was subjected to degassing, and substituted by argon gas, and then was stirred at 100° C. for 3 hours. The reaction solution was diluted with ethyl acetate. The solution was washed in turn wi... Run at temperature 100 celsius, time 3 hour. Solvent: O1CCOCC1 (1,4-dioxane). Reactants: ClC1=CC(=NC(=N1)N[C@@H](C)C1=CC=C(C=C1)F)C=1C=NC=NC1 ((S)-6-chloro-N-[1-(4-fluorophenyl)ethyl]-4,5′-bipyrimidine-2-amine), NC1=NC=CN=C1 (2-aminopyrazine), 4,5-bis(diphenylphosphino)-9,9′-dimethylxanthene, P(=O)([O-])([O-])[O-].[K+].[K+].[K+] (tripotassium phosphate), tris(dibenzylideneacetone)(chloroform)dipalladium. The reactants are IC1=C(CSC(N)=N)C=CC=C1 (2-(2-iodo-benzyl)-isothiourea), [OH-].[Na+] (NaOH), COS(=O)(=O)OC (dimethylsulfate). The solvent is O (water). Run at temperature 105 celsius. Yields the product IC1=C(C=CC=C1)CSC (1-Iodo-2-methylsulfanylmethyl-benzene). Yield: 89.0%. RXN SMILES: [I:1][C:2]1[CH:12]=[CH:11][CH:10]=[CH:9][C:3]=1[CH2:4][S:5][C:6](=N)N.[OH-].[Na+].COS(OC)(=O)=O>O>[I:1][C:2]1[CH:12]=[CH:11][CH:10]=[CH:9][C:3]=1[CH2:4][S:5][CH3:6] |f:1.2|. Procedure: To a mixture of 2-(2-iodo-benzyl)-isothiourea (13.53 g, 36.2 mmol) from previous step and a solution of NaOH (22 mL) in water (15 mL) was added dropwise dimethylsulfate (4.1 mL, 43.4 mmol). The reaction mixture was heated to reflux (105° C.) for 2 h, cooled. The resulting oil was then extracted into diethyl oxyde, the organic layer was washed with water, dried over Na2SO4. On concentration the solution generated a yellow oil that was directly used in the next step without any further purificatio... The reactants are [N+](=O)([O-])[O-].[Ce+3].[N+](=O)([O-])[O-].[N+](=O)([O-])[O-] (cerium nitrate), N.O[V](=O)=O (ammonium vanadate). Reaction SMILES: [N+]([O-])([O-])=[O:2].[Ce+3:5].[N+]([O-])([O-])=[O:7].[N+]([O-])([O-])=[O:11].N.[OH:15][V:16](=O)=O>>[Ce:5].[O-2:2].[Ce+3:5].[O-2:7].[O-2:11].[Ce+3:5].[V:16].[O-2:15].[V+5:16].[O-2:2].[O-2:2].[O-2:2].[O-2:2].[V+5:16] |f:0.1.2.3,4.5,7.8.9.10.11,13.14.15.16.17.18.19|. Yields the product [Ce] (cerium), [O-2].[Ce+3].[O-2].[O-2].[Ce+3] (cerium oxide), [V] (vanadium), [O-2].[V+5].[O-2].[O-2].[O-2].[O-2].[V+5] (vanadium oxide), final product. Procedure: Example 73 was repeated except that before aging a solution of cerium nitrate and a solution of ammonium vanadate were added sufficient to obtain about 8% by weight of cerium as cerium oxide and 4% by weight of vanadium as vanadium oxide on the final product based on the Al2O3 content. The rest of the processing was the same. XRD analysis indicated the products were Alumina doped with anionic clay.